This data is from the Open Reaction Database (ORD), a public repository of structured organic reaction records. The task is: describe an organic reaction: reactants, conditions, products, and yield The reactants are CC(C)([O-])C.[Na+] (sodium tert-butoxide), COC=1C=C(C=CC1OC)S (3,4-dimethoxybenzenethiol), BrC1=CC2=C(OC(C(=C2)C)(C)C)C=C1 (6-Bromo-2,2,3-trimethyl-2H-benzo[b]pyran). The reagents and catalysts are C1=CC=C(C=C1)P(C2=CC=CC=C2)C3=CC=CC=C3.C1=CC=C(C=C1)P(C2=CC=CC=C2)C3=CC=CC=C3.C1=CC=C(C=C1)P(C2=CC=CC=C2)C3=CC=CC=C3.C1=CC=C(C=C1)P(C2=CC=CC=C2)C3=CC=CC=C3.[Pd] (tetrakis(triphenylphosphine)palladium(O)), C1=CC=C(C=C1)P(C2=CC=CC=C2)C3=CC=CC=C3.C1=CC=C(C=C1)P(C2=CC=CC=C2)C3=CC=CC=C3.C1=CC=C(C=C1)P(C2=CC=CC=C2)C3=CC=CC=C3.C1=CC=C(C=C1)P(C2=CC=CC=C2)C3=CC=CC=C3.[Pd] (tetrakis(triphenylphosphine)palladium(O)). The solvent is C(C)O (ethanol). Reaction conditions: time 24 hour. Product: COC=1C=C(C=CC1OC)SC1=CC2=C(OC(C(=C2)C)(C)C)C=C1 (6-(3,4-dimethoxyphenyl)thio-2,2,3-trimethyl-2H-benzo[b]pyran). Yield: 73.9%. Reaction SMILES: Br[C:2]1[CH:14]=[CH:13][C:5]2[O:6][C:7]([CH3:12])([CH3:11])[C:8]([CH3:10])=[CH:9][C:4]=2[CH:3]=1.CC(C)([O-])C.[Na+].[CH3:21][O:22][C:23]1[CH:24]=[C:25]([SH:31])[CH:26]=[CH:27][C:28]=1[O:29][CH3:30]>C(O)C.C1C=CC(P(C2C=CC=CC=2)C2C=CC=CC=2)=CC=1.C1C=CC(P(C2C=CC=CC=2)C2C=CC=CC=2)=CC=1.C1C=CC(P(C2C=CC=CC=2)C2C=CC=CC=2)=CC=1.C1C=CC(P(C2C=CC=CC=2)C2C=CC=CC=2)=CC=1.[Pd]>[CH3:21][O:22][C:23]1[CH:24]=[C:25]([S:31][C:2]2[CH:14]=[CH:13][C:5]3[O:6][C:7]([CH3:12])([CH3:11])[C:8]([CH3:10])=[CH:9][C:4]=3[CH:3]=2)[CH:26]=[CH:27][C:28]=1[O:29][CH3:30] |f:1.2,5.6.7.8.9|. Procedure: 6-Bromo-2,2,3-trimethyl-2H-benzo[b]pyran (7.4 g) (see Preparation 4) was dissolved in absolute ethanol (150 ml), sodium tert-butoxide (8.5 g), 3,4-dimethoxybenzenethiol (5 g) and tetrakis(triphenylphosphine)palladium(O) (0.5 g) were added and the mixture was heated under reflux under a nitrogen atmosphere for 24 hours. A further portion of tetrakis(triphenylphosphine)palladium(O) (0.5 g) was then added and heating was continued for another 24 hours. The solvent was removed under reduced pressure... Starting materials: C1(C=2C(C(N1CCCCSC1=CC=NC=C1)=O)=CC=CC2)=O (4-(4-phthalimidobutylthio)pyridine), O.NN (hydrazine monohydrate), C(C)(=O)OCC (ethyl acetate). Reported procedure: To a suspension of 12.50 g (40 mmol) of 4-(4-phthalimidobutylthio)pyridine in 200 ml of ethanol, 5.82 ml (120 mmol) of hydrazine monohydrate was added, and the mixture was stirred at room temperature for 4 hours. Then, 200 ml of ethyl acetate was-added, and the insoluble material was filtered off. The volatile components were distilled off and chloroform was added to the residue. The mixture was washed with saturated saline and dried over potassium carbonate. The solvent was distilled off and 7.... Yield: 100.1%. Run at time 4 hour. The product is NCCCCSC1=CC=NC=C1 (4-(4-aminobutylthio)pyridine). Reaction SMILES: C1(=O)[N:5]([CH2:6][CH2:7][CH2:8][CH2:9][S:10][C:11]2[CH:16]=[CH:15][N:14]=[CH:13][CH:12]=2)C(=O)C2=CC=CC=C12.O.NN.C(OCC)(=O)C>C(O)C>[NH2:5][CH2:6][CH2:7][CH2:8][CH2:9][S:10][C:11]1[CH:16]=[CH:15][N:14]=[CH:13][CH:12]=1 |f:1.2|. Run in C(C)O (ethanol).